Task: describe an organic reaction: reactants, conditions, products, and yield. Dataset: the Open Reaction Database (ORD), a public repository of structured organic reaction records Reactants: C(C=C)O (allyl alcohol), C(C=C)O (allyl alcohol), ClC1=NC=2C=C(C(=CC2C=2N1C=NN2)OC)OC (5-chloro-8,9-dimethoxy-1,2,4-triazolo[4,3-c]quinazoline). Yields the product C(C=C)OC1=NC=2C=C(C(=CC2C=2N1N=CN2)OC)OC (5-allyloxy-8,9-dimethoxy-1,2,4-triazolo[1,5-c]quinazoline). As a reaction SMILES: [CH2:1]([OH:4])[CH:2]=[CH2:3].Cl[C:6]1[N:15]2[CH:16]=[N:17][N:18]=[C:14]2[C:13]2[CH:12]=[C:11]([O:19][CH3:20])[C:10]([O:21][CH3:22])=[CH:9][C:8]=2[N:7]=1>>[CH2:1]([O:4][C:6]1[N:18]2[N:17]=[CH:16][N:15]=[C:14]2[C:13]2[CH:12]=[C:11]([O:19][CH3:20])[C:10]([O:21][CH3:22])=[CH:9][C:8]=2[N:7]=1)[CH:2]=[CH2:3]. Reported procedure: To 65 ml. of allyl alcohol cooled to room temperature is added 2.8 g. of sodiuom followed by addition of an additional 120 ml. of allyl alcohol. To the resulting mixture at room temperature is added 15.0 g. of 5-chloro-8,9-dimethoxy-1,2,4-triazolo[4,3-c]quinazoline. The resulting precipitate is filtered off, washed with diethyl ether, dissolved in methylene chloride, washed with water, dried and evaporated in vacuo to dryness. The residue is twice crystallized from ethanol after treatment with c...